From a dataset of the Open Reaction Database (ORD), a public repository of structured organic reaction records. describe an organic reaction: reactants, conditions, products, and yield Reaction SMILES: [Cl:1][C:2]1[CH:3]=[C:4]([CH:9]=[CH:10][C:11]=1[N:12]=[O:13])[C:5]([O:7][CH3:8])=[O:6].[CH2:14]=[CH:15][CH:16]=[CH2:17]>C(Cl)(Cl)Cl>[Cl:1][C:2]1[CH:3]=[C:4]([CH:9]=[CH:10][C:11]=1[N:12]1[CH2:17][CH:16]=[CH:15][CH2:14][O:13]1)[C:5]([O:7][CH3:8])=[O:6]. Reaction conditions: temperature 0 celsius. Yields the product ClC=1C=C(C(=O)OC)C=CC1N1OCC=CC1 (methyl 3-chloro-4-(3,6-dihydro-[1,2]oxazin-2-yl)-benzoate). Reactants: ClC=1C=C(C(=O)OC)C=CC1N=O (methyl 3-chloro-4-nitroso-benzoate), C=CC=C (butadiene). The solvent is C(Cl)(Cl)Cl (chloroform), C(Cl)(Cl)Cl (chloroform). Reported procedure: 1.00 g (5.01 mmol) methyl 3-chloro-4-nitroso-benzoate are placed in 10 ml chloroform and a freshly prepared solution of 1.10 g (20.3 mmol) butadiene in 6 ml chloroform is added dropwise with stirring at 0° C. The reaction mixture is stirred for 30 minutes at 0-10° C. and for 16 hours at ambient temperature, evaporated down i. vac. and purified by chromatography on silica gel (eluant: petroleum ether/ethyl acetate=19:1). Reactants: ClC1=CN=C(S1)N(S(=O)(=O)C1=CC(=C(C(=O)OC)C=C1)F)CC1=C(C=C(C=C1)OC)OC (Methyl 4-{[(5-chloro-1,3-thiazol-2-yl)(2,4-dimethoxybenzyl)amino]sulfonyl}-2-fluorobenzoate), Cl (HCl). Run in O1CCOCC1 (dioxane), O1CCOCC1 (dioxane). Conditions: time 18 hour. Yields the product ClC1=CN=C(S1)NS(=O)(=O)C1=CC(=C(C(=O)OC)C=C1)F (Methyl 4-{[(5-chloro-1,3-thiazol-2-yl)amino]sulfonyl}-2-fluorobenzoate). The yield is 72.9%. As a reaction SMILES: [Cl:1][C:2]1[S:6][C:5]([N:7](CC2C=CC(OC)=CC=2OC)[S:8]([C:11]2[CH:20]=[CH:19][C:14]([C:15]([O:17][CH3:18])=[O:16])=[C:13]([F:21])[CH:12]=2)(=[O:10])=[O:9])=[N:4][CH:3]=1.Cl>O1CCOCC1>[Cl:1][C:2]1[S:6][C:5]([NH:7][S:8]([C:11]2[CH:20]=[CH:19][C:14]([C:15]([O:17][CH3:18])=[O:16])=[C:13]([F:21])[CH:12]=2)(=[O:10])=[O:9])=[N:4][CH:3]=1. Reported procedure: Methyl 4-{[(5-chloro-1,3-thiazol-2-yl)(2,4-dimethoxybenzyl)amino]sulfonyl}-2-fluorobenzoate (Preparation 31, 7.2 g, 14 mmol) was dissolved in dioxane (15 ml), 4M HCl in dioxane was added at 0° C. and the reaction mixture stirred at room temperature for 18 hours. The solvent was evaporated in vacuo and the residue triturated with hot MeOH (100 ml) to yield the title compound as a white solid (3.6 g, 10.2 mmol, 71%). The reactants are ClC(C(CC(CCCCCCCC)Cl)(F)Cl)(F)F (1,2,4-trichloro-1,1,2-trifluorododecane). The reagents and catalysts are [Zn] (zinc). The solvent is CC(C)O (1-methylethanol), CC(C)O (1-methylethanol). Reaction conditions: temperature 100 celsius. The product is ClC(CC(=C(F)F)F)CCCCCCCC (4-chloro-1,1,2-trifluoro-1-dodecene). Yield: 51.9%. RXN SMILES: Cl[C:2]([F:18])([F:17])[C:3](Cl)([F:15])[CH2:4][CH:5]([Cl:14])[CH2:6][CH2:7][CH2:8][CH2:9][CH2:10][CH2:11][CH2:12][CH3:13]>CC(O)C.[Zn]>[Cl:14][CH:5]([CH2:6][CH2:7][CH2:8][CH2:9][CH2:10][CH2:11][CH2:12][CH3:13])[CH2:4][C:3]([F:15])=[C:2]([F:17])[F:18]. Reported procedure: A stirred suspension of 2.1 grams (0.033 mole) of zinc dust in 100 ml of 1-methylethanol is heated to 100° C. and a solution of 10.0 grams (0.030 mole) of 1,2,4-trichloro-1,1,2-trifluorododecane in 50 ml of 1-methylethanol is added dropwise. Upon completion of addition, the reaction mixture is heated at 100° C. for 60 hours. The reaction mixture is cooled to ambient temperature and filtered. The filtrate is concentrated under reduced pressure to a residual oil. The oil is fractionally distilled ... The reactants are BrC1=CC=C(C=N1)CCCO (3-(6-bromopyridin-3-yl)propan-1-ol), Br (hydrobromic acid). The product is BrC1=NC=C(C=C1)CCCBr (2-Bromo-5-(3-bromopropyl)pyridine). RXN SMILES: [Br:1][C:2]1[N:7]=[CH:6][C:5]([CH2:8][CH2:9][CH2:10]O)=[CH:4][CH:3]=1.[BrH:12]>>[Br:1][C:2]1[CH:3]=[CH:4][C:5]([CH2:8][CH2:9][CH2:10][Br:12])=[CH:6][N:7]=1. Procedure: 300 mg (1.38 mmol) of 3-(6-bromopyridin-3-yl)propan-1-ol were stirred in 5 ml of hydrobromic acid (33% in acetic acid) at 80° C. for 6 h. After concentrating, a potassium carbonate solution was added, the resulting mixture was extracted with ethyl acetate, and the organic phase was separated and concentrated. Yield: 368 mg (95%). Starting materials: N1C=CC2=CC=C(C=C12)B(O)O (indole-6-boronic acid), [H-].[Na+] (sodium hydride), C1CCOC1 (THF), CI (methyl iodide). Conditions: time 20 minute. The product is CN1C=CC2=CC=C(C=C12)B(O)O (N-Methylindole-6-boronic acid). Reaction SMILES: [NH:1]1[C:9]2[C:4](=[CH:5][CH:6]=[C:7]([B:10]([OH:12])[OH:11])[CH:8]=2)[CH:3]=[CH:2]1.[H-].[Na+].[CH2:15]1COCC1.CI>>[CH3:15][N:1]1[C:9]2[C:4](=[CH:5][CH:6]=[C:7]([B:10]([OH:12])[OH:11])[CH:8]=2)[CH:3]=[CH:2]1 |f:1.2|. Procedure details: A mixture of indole-6-boronic acid (0.100 g, 0.615 mmol), sodium hydride (0.07 g, 20 mmol) and THF (5 mL, 60 mmol) was stirred at rt for 20 min. then methyl iodide (100 uL, 20 mmol) was added and the mixture was allowed ro stir at rt for 3 hours. The reaction was quenched with sat. NH4Cl solution, washed with brine and dried over Na2SO4, then the solvent was removed in vacuo. The crude product was purified by chromatography over silica gel eluting with 1:9 EtOAc/hexane and 1% MeOH, yielding the ...